The task is: describe an organic reaction: reactants, conditions, products, and yield. This data is from the Open Reaction Database (ORD), a public repository of structured organic reaction records. Starting materials: ester, COC(C1=C(C=CC(=C1)C=1SC=C(N1)C1=CC(=C(C=C1)Cl)Cl)Br)=O (2-bromo-5-[4-(3,4-dichloro-phenyl)-thiazol-2-yl]-benzoic acid methyl ester), COC(C1=C(C=CC(=C1)C=1SC=C(N1)C1=CC(=C(C=C1)Cl)Cl)Br)=O (2-bromo-5-[4-(3,4-dichloro-phenyl)-thiazol-2-yl]-benzoic acid methyl ester), ClC1=C(C=CC(=C1)C(F)(F)F)B(O)O (2-chloro-4-(trifluoromethyl)phenylboronic acid). Product: ClC1=C(C=CC(=C1)C(F)(F)F)C=1C(=CC(=CC1)C=1SC=C(N1)C1=CC(=C(C=C1)Cl)Cl)C(=O)O (2′-chloro-4-[4-(3,4-dichloro-phenyl)-thiazol-2-yl]-4′-trifluoromethyl-biphenyl-2-carboxylic acid). The yield is 1.5%. As a reaction SMILES: C[O:2][C:3](=[O:24])[C:4]1[CH:9]=[C:8]([C:10]2[S:11][CH:12]=[C:13]([C:15]3[CH:20]=[CH:19][C:18]([Cl:21])=[C:17]([Cl:22])[CH:16]=3)[N:14]=2)[CH:7]=[CH:6][C:5]=1Br.[Cl:25][C:26]1[CH:31]=[C:30]([C:32]([F:35])([F:34])[F:33])[CH:29]=[CH:28][C:27]=1B(O)O>>[Cl:25][C:26]1[CH:31]=[C:30]([C:32]([F:33])([F:34])[F:35])[CH:29]=[CH:28][C:27]=1[C:5]1[C:4]([C:3]([OH:2])=[O:24])=[CH:9][C:8]([C:10]2[S:11][CH:12]=[C:13]([C:15]3[CH:20]=[CH:19][C:18]([Cl:21])=[C:17]([Cl:22])[CH:16]=3)[N:14]=2)=[CH:7][CH:6]=1. Procedure: Using the conditions of General Procedure A for Suzuki Coupling and Hydrolysis in Parallel Mode, 2-bromo-5-[4-(3,4-dichloro-phenyl)-thiazol-2-yl]-benzoic acid methyl ester (which may be prepared as described for Intermediate 6; 111 mg, 0.25 mmol) was reacted with 2-chloro-4-(trifluoromethyl)phenylboronic acid (available from Combi-Blocks Inc.; 100 mg, 0.5 mmol). The resulting ester was hydrolyzed and the acid was purified to give 2′-chloro-4-[4-(3,4-dichloro-phenyl)-thiazol-2-yl]-4′-trifluoromet... Yields the product CCC(C=O)=Cc1cc2ccccc2[nH]1. Reactants: CCO, CCCC=O, CC(C)OC(C)C, [K+], [OH-], O, O=Cc1cc2ccccc2[nH]1. As a reaction SMILES: [CH3:27][CH2:28][OH:29].[CH:14]([CH2:15][CH2:16][CH3:17])=[O:18].[CH:19]([O:20][CH:21]([CH3:22])[CH3:23])([CH3:24])[CH3:25].[K+:2].[OH-:1].[OH2:26].[nH:3]1[c:4]([CH:12]=[O:13])[cH:5][c:6]2[cH:7][cH:8][cH:9][cH:10][c:11]12>>[nH:3]1[c:4]([CH:12]=[C:15]([CH:14]=[O:18])[CH2:16][CH3:17])[cH:5][c:6]2[cH:7][cH:8][cH:9][cH:10][c:11]12. Starting materials: P(Cl)(Cl)Cl (phosphorus trichloride), C(CCC)OP(OCCCC)OCCCC (tri-n-butylphosphite). The reagents and catalysts are [Cl-].C(C1=CC=CC=C1)[N+](CC)(CC)CC (benzyltriethylammonium chloride). Reported procedure: 17.0 g (0.125 mole) of phosphorus trichloride is added dropwise at 5° to 10° C., with vigorous stirring, to a mixture of 62.5 g (0.25 mole) of tri-n-butylphosphite and 5.0 g of benzyltriethylammonium chloride (water content 7%). After completion of the addition, the reaction mixture is heated to room temperature and stirred for a further 8 hours at this temperature. After separation of the benzyltriethylammonium chloride by filtration there is obtained, by distillation of the filtrate under redu... Isolated yield 194.9%. Reaction SMILES: P(Cl)(Cl)[Cl:2].[CH2:5]([O:9][P:10](OCCCC)[O:11][CH2:12][CH2:13][CH2:14][CH3:15])[CH2:6][CH2:7][CH3:8]>[Cl-].C([N+](CC)(CC)CC)C1C=CC=CC=1>[CH2:5]([O:9][P:10]([Cl:2])[O:11][CH2:12][CH2:13][CH2:14][CH3:15])[CH2:6][CH2:7][CH3:8] |f:2.3|. Run at time 8 hour. Yields the product C(CCC)OP(OCCCC)Cl (di-n-butylchlorophosphite). Reactants: ClC=1C(N(C(=NC1OCC1=CC(=CC=C1)OC)C)C1=C(C=CC(=C1)C(C#C)=O)C)=O (5-chloro-6-(3-methoxy-benzyloxy)-2-methyl-3-(2-methyl-5-propynoyl-phenyl) -3H-pyrimidin-4-one), Cl.OC(C(=N)N)(C)C (2-hydroxy-2-methylpropionamidine HCl), C([O-])([O-])=O.[K+].[K+] (potassium carbonate). Solvent: C(C)#N (acetonitrile). Run at temperature 85 celsius. The product is ClC=1C(N(C(=NC1OCC1=CC(=CC=C1)OC)C)C1=C(C=CC(=C1)C1=NC(=NC=C1)C(C)(C)O)C)=O (5-chloro-3-(5-(2-(2-hydroxypropan-2-yl)pyrimidin-4-yl)-2-methylphenyl)-6-((3-methoxybenzyl)oxy)-2-methylpyrimidin-4(3H)-one). Isolated yield 35.5%. As a reaction SMILES: [Cl:1][C:2]1[C:3](=[O:30])[N:4]([C:19]2[CH:24]=[C:23]([C:25](=O)[C:26]#[CH:27])[CH:22]=[CH:21][C:20]=2[CH3:29])[C:5]([CH3:18])=[N:6][C:7]=1[O:8][CH2:9][C:10]1[CH:15]=[CH:14][CH:13]=[C:12]([O:16][CH3:17])[CH:11]=1.Cl.[OH:32][C:33]([CH3:38])([CH3:37])[C:34]([NH2:36])=[NH:35].C(=O)([O-])[O-].[K+].[K+]>C(#N)C>[Cl:1][C:2]1[C:3](=[O:30])[N:4]([C:19]2[CH:24]=[C:23]([C:25]3[CH:26]=[CH:27][N:36]=[C:34]([C:33]([OH:32])([CH3:38])[CH3:37])[N:35]=3)[CH:22]=[CH:21][C:20]=2[CH3:29])[C:5]([CH3:18])=[N:6][C:7]=1[O:8][CH2:9][C:10]1[CH:15]=[CH:14][CH:13]=[C:12]([O:16][CH3:17])[CH:11]=1 |f:1.2,3.4.5|. Procedure: To a solution of 5-chloro-6-(3-methoxy-benzyloxy)-2-methyl-3-(2-methyl-5-propynoyl-phenyl) -3H-pyrimidin-4-one from Example 6, Step E (32.5 mg, 0.08 mmol) in acetonitrile (1 mL) was added 2-hydroxy-2-methylpropionamidine HCl (16 mg, 0.12 mmol) and potassium carbonate (32 mg, 0.23 mmol) and the slurry was heated at 85° C. for eighteen hours. The reaction was returned to ambient temperature and filtered to remove excess salts. The filtrate was concentrated and purified via normal phase chromatogra... The reactants are CN1N=C(C=C1OC1=NC(=C(C(=C1F)C)F)F)C(F)(F)F (2-(1-methyl-3-trifluoromethylpyrazol-5-yloxy)-4-methyl-3,5,6-trifluoropyridine), [H-].[Na+] (sodium hydride), FC=1C=C(C=CC1F)O (3,4-difluorophenol). Solvent: S1(=O)(=O)CCCC1 (sulfolane), CCCCC.C(C)(=O)OCC (pentane ethyl acetate). Reaction conditions: temperature 90 celsius. The product is FC=1C(=NC(=C(C1C)F)OC1=CC(=C(C=C1)F)F)OC1=CC(=NN1C)C(F)(F)F (3,5-Difluoro-6-(3,4-difluorophenoxy)-4-methyl-2-(l -methyl-3-trifluoromethylpyrazol-5-yloxy)pyridine). Yield: 53.4%. RXN SMILES: [CH3:1][N:2]1[C:6]([O:7][C:8]2[C:13]([F:14])=[C:12]([CH3:15])[C:11]([F:16])=[C:10](F)[N:9]=2)=[CH:5][C:4]([C:18]([F:21])([F:20])[F:19])=[N:3]1.[H-].[Na+].[F:24][C:25]1[CH:26]=[C:27]([OH:32])[CH:28]=[CH:29][C:30]=1[F:31]>S1(CCCC1)(=O)=O.CCCCC.C(OCC)(=O)C>[F:14][C:13]1[C:8]([O:7][C:6]2[N:2]([CH3:1])[N:3]=[C:4]([C:18]([F:21])([F:20])[F:19])[CH:5]=2)=[N:9][C:10]([O:32][C:27]2[CH:28]=[CH:29][C:30]([F:31])=[C:25]([F:24])[CH:26]=2)=[C:11]([F:16])[C:12]=1[CH3:15] |f:1.2,5.6|. Reported procedure: A mixture of 2-(1-methyl-3-trifluoromethylpyrazol-5-yloxy)-4-methyl-3,5,6-trifluoropyridine (1.2 g, 4 mmol; see Example 2), 60% sodium hydride (0.2 g, 4 mmol) and 3,4-difluorophenol (0.65 g, 5 mmol) in anhydrous sulfolane (5 ml) is heated to 90° C. overnight. The reaction mixture is diluted with pentane/ethyl acetate (1/1 by volume) and filtered through a bed of silica gel. The filtrate is washed 8 times with water, the organic layer is dried with anhydrous magnesium sulfate, and the solvents ar...